Dataset: the Open Reaction Database (ORD), a public repository of structured organic reaction records. Task: describe an organic reaction: reactants, conditions, products, and yield Starting materials: FC1=C(C=CC=C1)N1CCN(CC1)CCN (4-(2-fluorophenyl)piperazin-1-ylethylamine), C1(CCCCC1)C1=CC=C(C=C1)C1=CC(=NN1C1=CC=CC=C1)C=O (5-(4-cyclohexylphenyl)-1-phenyl pyrazole-3-carbaldehyde). Yields the product C1(CCCCC1)C1=CC=C(C=C1)C1=CC(=NN1C1=CC=CC=C1)CNCCN1CCN(CC1)C1=C(C=CC=C1)F (5-(4-cyclohexylphenyl)-3-{2-[4-(2-fluorophenyl)piperazin-1-yl]ethyl}aminomethyl-1-phenylpyrazole). Yield: 64.8%. As a reaction SMILES: [F:1][C:2]1[CH:7]=[CH:6][CH:5]=[CH:4][C:3]=1[N:8]1[CH2:13][CH2:12][N:11]([CH2:14][CH2:15][NH2:16])[CH2:10][CH2:9]1.[CH:17]1([C:23]2[CH:28]=[CH:27][C:26]([C:29]3[N:33]([C:34]4[CH:39]=[CH:38][CH:37]=[CH:36][CH:35]=4)[N:32]=[C:31]([CH:40]=O)[CH:30]=3)=[CH:25][CH:24]=2)[CH2:22][CH2:21][CH2:20][CH2:19][CH2:18]1>>[CH:17]1([C:23]2[CH:28]=[CH:27][C:26]([C:29]3[N:33]([C:34]4[CH:39]=[CH:38][CH:37]=[CH:36][CH:35]=4)[N:32]=[C:31]([CH2:40][NH:16][CH2:15][CH2:14][N:11]4[CH2:10][CH2:9][N:8]([C:3]5[CH:4]=[CH:5][CH:6]=[CH:7][C:2]=5[F:1])[CH2:13][CH2:12]4)[CH:30]=3)=[CH:25][CH:24]=2)[CH2:18][CH2:19][CH2:20][CH2:21][CH2:22]1. Reported procedure: Compound 71 was prepared using the same method as that of Example 1 except that 4-(2-fluorophenyl)piperazin-1-ylethylamine and 5-(4-cyclohexylphenyl)-1-phenyl pyrazole-3-carbaldehyde were used. Product: O=C(O)c1cccc(S(=O)(=O)O)c1. RXN SMILES: [CH3:28][c:29]1[cH:30][cH:31][cH:32][cH:33][cH:34]1.[Cl:15][S:16](=[O:17])([c:18]1[cH:19][cH:20][cH:21][cH:22][c:23]1[C:24]([OH:25])=[O:26])=[O:27].[Cl:1][S:2](=[O:3])(=[O:4])[c:5]1[cH:6][c:7]([C:8](=[O:9])[OH:10])[cH:11][cH:12][cH:13]1.[OH2:14]>>[S:2](=[O:3])(=[O:4])([c:5]1[cH:6][c:7]([C:8](=[O:9])[OH:10])[cH:11][cH:12][cH:13]1)[OH:17]. Starting materials: Cc1ccccc1, O=C(O)c1ccccc1S(=O)(=O)Cl, O=C(O)c1cccc(S(=O)(=O)Cl)c1, O.